describe an organic reaction: reactants, conditions, products, and yield From a dataset of the Open Reaction Database (ORD), a public repository of structured organic reaction records. Reactants: P(=O)([O-])([O-])[O-].[K+].[K+].[K+] (potassium phosphate), FC1=NC=CC=C1B(O)O (2-fluoropyridin-3-ylboronic acid), BrC1=CC=2[C@]3(C4=CC(=CC=C4OC2C=C1)C1=CC(=NC=C1)F)COCC(=N3)N ((R)-2′-bromo-7′-(2-fluoropyridin-4-yl)-2,6-dihydrospiro[[1,4]oxazine-3,9′-xanthen]-5-amine). Reagents/catalysts: CC(C)(C)P(C1=CC=C(C=C1)N(C)C)C(C)(C)C.CC(C)(C)P(C1=CC=C(C=C1)N(C)C)C(C)(C)C.Cl[Pd]Cl (PdCl2(AmPhos)2). Run in O1CCOCC1 (dioxane), O (water). Run at temperature 120 celsius. Yields the product FC1=NC=CC=C1C1=CC=2[C@]3(C4=CC(=CC=C4OC2C=C1)C1=CC(=NC=C1)F)COCC(=N3)N ((R)-2′-(2-fluoropyridin-3-yl)-7′-(2-fluoropyridin-4-yl)-2,6-dihydrospiro[[1,4]oxazine-3,9′-xanthen]-5-amine). Isolated yield 68.5%. RXN SMILES: P([O-])([O-])([O-])=O.[K+].[K+].[K+].[F:9][C:10]1[C:15](B(O)O)=[CH:14][CH:13]=[CH:12][N:11]=1.Br[C:20]1[CH:33]=[CH:32][C:31]2[O:30][C:29]3[C:24](=[CH:25][C:26]([C:34]4[CH:39]=[CH:38][N:37]=[C:36]([F:40])[CH:35]=4)=[CH:27][CH:28]=3)[C@@:23]3([N:45]=[C:44]([NH2:46])[CH2:43][O:42][CH2:41]3)[C:22]=2[CH:21]=1>O1CCOCC1.O.CC(P(C(C)(C)C)C1C=CC(N(C)C)=CC=1)(C)C.CC(P(C(C)(C)C)C1C=CC(N(C)C)=CC=1)(C)C.Cl[Pd]Cl>[F:9][C:10]1[C:15]([C:20]2[CH:33]=[CH:32][C:31]3[O:30][C:29]4[C:24](=[CH:25][C:26]([C:34]5[CH:39]=[CH:38][N:37]=[C:36]([F:40])[CH:35]=5)=[CH:27][CH:28]=4)[C@@:23]4([N:45]=[C:44]([NH2:46])[CH2:43][O:42][CH2:41]4)[C:22]=3[CH:21]=2)=[CH:14][CH:13]=[CH:12][N:11]=1 |f:0.1.2.3,8.9.10|. Reported procedure: In a microwave vial, the potassium phosphate (0.071 g, 0.334 mmol), PdCl2(AmPhos)2 (7.88 mg, 0.011 mmol), 2-fluoropyridin-3-ylboronic acid (0.020 g, 0.139 mmol), and (R)-2′-bromo-7′-(2-fluoropyridin-4-yl)-2,6-dihydrospiro[[1,4]oxazine-3,9′-xanthen]-5-amine (0.049 g, 0.111 mmol) were suspended in dioxane (2 mL) and water (0.5 mL). Argon gas was blown through the vessel, which was sealed and heated by microwave at 120° C. for 30 min. The mixture was concentrated, and the residue was diluted with b... The reactants are CC(C)O, O=S(=O)(Cl)c1ccccc1C(F)(F)F, c1ccncc1. The product is CC(C)OS(=O)(=O)c1ccccc1C(F)(F)F. Reaction SMILES: [CH:21]([CH3:22])([CH3:23])[OH:24].[F:1][C:2]([c:3]1[c:4]([S:9](=[O:10])(=[O:11])[Cl:12])[cH:5][cH:6][cH:7][cH:8]1)([F:13])[F:14].[cH:15]1[cH:16][cH:17][n:18][cH:19][cH:20]1>>[F:1][C:2]([c:3]1[c:4]([S:9](=[O:10])(=[O:11])[O:24][CH:21]([CH3:22])[CH3:23])[cH:5][cH:6][cH:7][cH:8]1)([F:13])[F:14]. Starting materials: Brc1ccoc1, O=C([O-])[O-], CCO, [Na+], [Na+], [Pd], OB(O)c1ccc(-c2ccccc2)cc1, c1ccc(P(c2ccccc2)c2ccccc2)cc1, c1ccc(P(c2ccccc2)c2ccccc2)cc1, c1ccc(P(c2ccccc2)c2ccccc2)cc1, c1ccc(P(c2ccccc2)c2ccccc2)cc1, c1ccccc1. The product is c1ccc(-c2ccc(-c3ccoc3)cc2)cc1. RXN SMILES: [Br:1][c:2]1[cH:3][o:4][cH:5][cH:6]1.[C:13](=[O:14])([O-:15])[O-:16].[CH3:34][CH2:35][OH:36].[Na+:17].[Na+:18].[Pd:37].[c:19]1(-[c:28]2[cH:29][cH:30][cH:31][cH:32][cH:33]2)[cH:20][cH:21][c:22]([B:25]([OH:26])[OH:27])[cH:23][cH:24]1.[c:38]1([P:39]([c:40]2[cH:41][cH:42][cH:43][cH:44][cH:45]2)[c:46]2[cH:47][cH:48][cH:49][cH:50][cH:51]2)[cH:52][cH:53][cH:54][cH:55][cH:56]1.[c:57]1([P:58]([c:59]2[cH:60][cH:61][cH:62][cH:63][cH:64]2)[c:65]2[cH:66][cH:67][cH:68][cH:69][cH:70]2)[cH:71][cH:72][cH:73][cH:74][cH:75]1.[c:76]1([P:77]([c:78]2[cH:79][cH:80][cH:81][cH:82][cH:83]2)[c:84]2[cH:85][cH:86][cH:87][cH:88][cH:89]2)[cH:90][cH:91][cH:92][cH:93][cH:94]1.[c:95]1([P:96]([c:97]2[cH:98][cH:99][cH:100][cH:101][cH:102]2)[c:103]2[cH:104][cH:105][cH:106][cH:107][cH:108]2)[cH:109][cH:110][cH:111][cH:112][cH:113]1.[cH:7]1[cH:8][cH:9][cH:10][cH:11][cH:12]1>>[c:2]1(-[c:22]2[cH:21][cH:20][c:19](-[c:28]3[cH:29][cH:30][cH:31][cH:32][cH:33]3)[cH:24][cH:23]2)[cH:3][o:4][cH:5][cH:6]1. Starting materials: [Na].C(C1=CC=CC=C1)C=1OC(C(N1)=CO)=O (2-benzyl-4-hydroxymethylene-5-oxazolone sodium salt), Cl.COC(N)=N (O-methylisourea hydrochloride). Run in C(C)#N (Acetonitrile). Conditions: temperature 80 celsius, time 8 hour. Yields the product COC=1NC(C(=CN1)NC(CC1=CC=CC=C1)=O)=O (2-methoxy-6-oxo-5-phenylacetylamino-1,6-dihydropyrimidine). Isolated yield 82.0%. As a reaction SMILES: [Na].[CH2:2]([C:9]1[O:10][C:11](=O)[C:12](=[CH:14][OH:15])[N:13]=1)[C:3]1[CH:8]=[CH:7][CH:6]=[CH:5][CH:4]=1.Cl.[CH3:18][O:19][C:20](=[NH:22])[NH2:21]>C(#N)C>[CH3:18][O:19][C:20]1[NH:22][C:14](=[O:15])[C:12]([NH:13][C:9](=[O:10])[CH2:2][C:3]2[CH:4]=[CH:5][CH:6]=[CH:7][CH:8]=2)=[CH:11][N:21]=1 |f:0.1,2.3,^1:0|. Reported procedure: Acetonitrile (15 ml) was added to 2-benzyl-4-hydroxymethylene-5-oxazolone sodium salt (1.00 g, 4.44 mmol) and O-methylisourea hydrochloride (0.49 g, 4.44 mmol), and the mixture was stirred overnight at 80° C. The mixture was concentrated under reduced pressure, water (5 ml) was added, and the mixture was stirred at room temperature for 1 hour. Then, the precipitate was collected by filtration and vacuum dried to give 2-methoxy-6-oxo-5-phenylacetylamino-1,6-dihydropyrimidine (0.94 g, 3.64 mmol).